This data is from the Open Reaction Database (ORD), a public repository of structured organic reaction records. The task is: describe an organic reaction: reactants, conditions, products, and yield Starting materials: [OH-].[Na+] (sodium hydoxide), Cl.C(C)OC(CS(=O)(=O)C1=CC=CC=C1)=N (2-(phenylsulfonyl)-ethanimidic acid ethyl ester hydrochloride), CC=1C=C(OC1C)C(=O)NN (4,5-dimethyl-furan-2-carboxylic acid hydrazide). The solvent is C(Cl)(Cl)Cl (chloroform), C(Cl)(Cl)Cl (chloroform). Product: NC(CS(=O)(=O)C1=CC=CC=C1)=NNC(=O)C=1OC(=C(C1)C)C (4,5-dimethyl-furan-2-carboxylic acid (1-amino-2-benzenesulfonyl-ethylidene)-hydrazide). The yield is 85.0%. As a reaction SMILES: Cl.C(O[C:5](=[NH:16])[CH2:6][S:7]([C:10]1[CH:15]=[CH:14][CH:13]=[CH:12][CH:11]=1)(=[O:9])=[O:8])C.[OH-].[Na+].[CH3:19][C:20]1[CH:21]=[C:22]([C:26]([NH:28][NH2:29])=[O:27])[O:23][C:24]=1[CH3:25]>C(Cl)(Cl)Cl>[NH2:16][C:5](=[N:29][NH:28][C:26]([C:22]1[O:23][C:24]([CH3:25])=[C:20]([CH3:19])[CH:21]=1)=[O:27])[CH2:6][S:7]([C:10]1[CH:15]=[CH:14][CH:13]=[CH:12][CH:11]=1)(=[O:9])=[O:8] |f:0.1,2.3|. Procedure: A suspension of 1.18 g (0.004 mol) 2-(phenylsulfonyl)-ethanimidic acid ethyl ester hydrochloride in 15 ml chloroform was treated with 6 ml 1N aqueous sodium hydoxide. The mixture was extracted with dichloromethane. The extracts were combined and dried with magnesium sulfate and the solvents were distilled off under reduced pressure. The resulting colorless oil was stirred together with 0.68 g (0.004 mol) 4,5-dimethyl-furan-2-carboxylic acid hydrazide in 10 ml chloroform for 24 hours at reflux te... Reactants: C(=O)OCCCN1C(N(C2=C(C1=O)C(=C(N=C2)C2=CC=C(C=C2)Cl)CCC(C)C)C)=O (3-(6-(4-chlorophenyl)-5-isopentyl-1-methyl-2,4-dioxo-1,2-dihydropyrido[3,4-d]pyrimidin-3(4H)-yl)propyl formate), O[Li].O (LiOH.H2O). Run in C1CCOC1 (THF), O (H2O), CC(OCC)=O (EA). Conditions: time 30 minute. The product is ClC1=CC=C(C=C1)C1=C(C2=C(N(C(N(C2=O)CCCO)=O)C)C=N1)CCC(C)C (6-(4-chlorophenyl)-3-(3-hydroxypropyl)-5-isopentyl-1-methylpyrido[3,4-d]pyrimidine-2,4(1H,3H)-dione). Isolated yield 57.2%. RXN SMILES: C([O:3][CH2:4][CH2:5][CH2:6][N:7]1[C:12](=[O:13])[C:11]2[C:14]([CH2:25][CH2:26][CH:27]([CH3:29])[CH3:28])=[C:15]([C:18]3[CH:23]=[CH:22][C:21]([Cl:24])=[CH:20][CH:19]=3)[N:16]=[CH:17][C:10]=2[N:9]([CH3:30])[C:8]1=[O:31])=O.O[Li].O>C1COCC1.O.CC(=O)OCC>[Cl:24][C:21]1[CH:22]=[CH:23][C:18]([C:15]2[N:16]=[CH:17][C:10]3[N:9]([CH3:30])[C:8](=[O:31])[N:7]([CH2:6][CH2:5][CH2:4][OH:3])[C:12](=[O:13])[C:11]=3[C:14]=2[CH2:25][CH2:26][CH:27]([CH3:29])[CH3:28])=[CH:19][CH:20]=1 |f:1.2|. Procedure: To a solution of 3-(6-(4-chlorophenyl)-5-isopentyl-1-methyl-2,4-dioxo-1,2-dihydropyrido[3,4-d]pyrimidin-3(4H)-yl)propyl formate (13 mg, 0.029 mmol) in THF (0.5 mL) and H2O (0.5 mL) was added LiOH.H2O (2.46 mg, 0.058 mmol). The reaction was stirred at RT for 30 min then diluted with EA (5 mL). The organic layer was washed with brine (1 mL), dried over Na2SO4 and concentrated to a residue which was purified by Prep HPLC to give 6-(4-chlorophenyl)-3-(3-hydroxypropyl)-5-isopentyl-1-methylpyrido[3,4-...